This data is from the Open Reaction Database (ORD), a public repository of structured organic reaction records. The task is: describe an organic reaction: reactants, conditions, products, and yield The reactants are CC(C)O (propan-2-ol), BrC1=CC=C(C=C1)C12N(C(C=3N(C1)C=CC3)=O)CCN2 (10a-(4-bromophenyl)-2,3,10,10a-tetrahydro-1H,5H-imidazo[1,2-a]pyrrolo[1,2-d]pyrazin-5-one), CN(C)C=O (DMF), C(=O)(O)[O-].[Na+] (NaHCO3). The reagents and catalysts are C=1C=CC(=CC1)[P](C=2C=CC=CC2)(C=3C=CC=CC3)[Pd]([P](C=4C=CC=CC4)(C=5C=CC=CC5)C=6C=CC=CC6)([P](C=7C=CC=CC7)(C=8C=CC=CC8)C=9C=CC=CC9)[P](C=1C=CC=CC1)(C=1C=CC=CC1)C=1C=CC=CC1 (tetrakis(triphenylphosphine)palladium), C=1C=CC(=CC1)[P](C=2C=CC=CC2)(C=3C=CC=CC3)[Pd]([P](C=4C=CC=CC4)(C=5C=CC=CC5)C=6C=CC=CC6)([P](C=7C=CC=CC7)(C=8C=CC=CC8)C=9C=CC=CC9)[P](C=1C=CC=CC1)(C=1C=CC=CC1)C=1C=CC=CC1 (tetrakis(triphenylphosphine)palladium(0)), [C-]#N.[C-]#N.[Zn+2] (Zn(CN)2). The solvent is C(Cl)Cl (CH2Cl2), CO (MeOH), C(Cl)Cl (CH2Cl2). Conditions: temperature 140 celsius, time 20 minute. Product: O=C1C=2N(CC3(N1CCN3)C3=CC=C(C#N)C=C3)C=CC2 (4-(5-oxo-2,3-dihydro-1H,5H-imidazo[1,2-a]pyrrolo[1,2-d]pyrazin-10a(10H)-yl)benzonitrile). Reaction SMILES: Br[C:2]1[CH:7]=[CH:6][C:5]([C:8]23[NH:20][CH2:19][CH2:18][N:9]2[C:10](=[O:17])[C:11]2[N:12]([CH:14]=[CH:15][CH:16]=2)[CH2:13]3)=[CH:4][CH:3]=1.[CH3:21][N:22](C=O)C.C([O-])(O)=O.[Na+].CC(O)C>C(Cl)Cl.C1C=CC([P]([Pd]([P](C2C=CC=CC=2)(C2C=CC=CC=2)C2C=CC=CC=2)([P](C2C=CC=CC=2)(C2C=CC=CC=2)C2C=CC=CC=2)[P](C2C=CC=CC=2)(C2C=CC=CC=2)C2C=CC=CC=2)(C2C=CC=CC=2)C2C=CC=CC=2)=CC=1.[C-]#N.[C-]#N.[Zn+2].CO>[O:17]=[C:10]1[N:9]2[CH2:18][CH2:19][NH:20][C:8]2([C:5]2[CH:6]=[CH:7][C:2]([C:21]#[N:22])=[CH:3][CH:4]=2)[CH2:13][N:12]2[CH:14]=[CH:15][CH:16]=[C:11]12 |f:2.3,7.8.9,^1:41,43,62,81|. Procedure: 10a-(4-bromophenyl)-2,3,10,10a-tetrahydro-1H,5H-imidazo[1,2-a]pyrrolo[1,2-d]pyrazin-5-one (50 mg, 0.15 mmol), tetrakis(triphenylphosphine)palladium(0) (8.7 mg, 7.5 μmol), Zn(CN)2 (27 mg, 0.23 mmol), and DMF (2 mL) were added to a microwave reaction vial that was sealed under argon. The reaction mixture was heated in a microwave reactor at 140° C. for 20 min, resulting in a dark yellow mixture. The reaction mixture was heated for a further 20 min at 150° C. LCMS analysis showed a mixture of targe...